This data is from the Open Reaction Database (ORD), a public repository of structured organic reaction records. The task is: describe an organic reaction: reactants, conditions, products, and yield Starting materials: O, [NH3+]O, [NH3+]O, [NH3+]O, O=P([O-])([O-])[O-], O=C1OC(=O)c2cccc3cccc1c23. The product is O=C(O)c1cccc2cccc(C(O)=NO)c12. RXN SMILES: [OH2:27].[OH:21][NH3+:22].[OH:23][NH3+:24].[OH:25][NH3+:26].[P:16]([O-:17])([O-:18])([O-:19])=[O:20].[c:1]12[cH:2][cH:3][cH:4][c:5]3[cH:6][cH:7][cH:8][c:9]([c:10]13)[C:11](=[O:12])[O:13][C:14]2=[O:15]>>[c:1]1([C:14]([OH:15])=[N:22][OH:21])[cH:2][cH:3][cH:4][c:5]2[cH:6][cH:7][cH:8][c:9]([C:11](=[O:12])[OH:13])[c:10]12. The reactants are NC1=C(C(=O)N)C=CC=C1[N+](=O)[O-] (2-Amino-3-nitrobenzamide), [H][H] (hydrogen). Reagents/catalysts: [Pd] (Pd on charcoal). The solvent is C1CCOC1 (THF), CO (methanol). Yields the product NC1=C(C(=O)N)C=CC=C1N (2,3-Diaminobenzamide). RXN SMILES: [NH2:1][C:2]1[C:10]([N+:11]([O-])=O)=[CH:9][CH:8]=[CH:7][C:3]=1[C:4]([NH2:6])=[O:5].[H][H]>C1COCC1.CO.[Pd]>[NH2:1][C:2]1[C:10]([NH2:11])=[CH:9][CH:8]=[CH:7][C:3]=1[C:4]([NH2:6])=[O:5]. Procedure: The mixture of 206 g (1.14 mol) of 6 and 20.6 g of 10% Pd on charcoal in 824 ml of THF and 824 ml of methanol was hydrogenated with a total of 6 equivalents of hydrogen (130 l) at 2048° C. over 24 h. The mixture was filtrated and the solvents were evaporated. The reactants are CC=1C(=NOC1)C(=O)OCC (ethyl 4-methylisoxazole-3-carboxylate), [Na] (sodium), C(C)(=O)OC (methyl acetate), CO (methanol). Reaction conditions: time 8 hour. The product is CC=1C(=NOC1)C(CC(=O)OCC)=O (ethyl 3-(4-methyl-3-isoxazolyl)-3-oxopropionate). As a reaction SMILES: [CH3:1][C:2]1[C:3]([C:7]([O:9]CC)=O)=[N:4][O:5][CH:6]=1.[Na].[CH3:13]O.[C:15]([O:18][CH3:19])(=[O:17])[CH3:16]>>[CH3:1][C:2]1[C:3]([C:7](=[O:9])[CH2:16][C:15]([O:18][CH2:19][CH3:13])=[O:17])=[N:4][O:5][CH:6]=1 |^1:11|. Reported procedure: A solution of 2.8 g of 2B in 5.4 ml of methyl acetate was added to 1 g of sodium hyride, and the mixture was heated at reflux for 7 hours, then 0.25 ml of methanol was added. When gas evolution ended, the mixture was heated at reflux for 15 minutes, then cooled and stirred at room temperature overnight. The mixture was quenched in water, the resulting mixture was acidified with glacial acetic acid, and extracted with methylene chloride. The extract was dried (MgSO4) and stripped of solvent. The ... Starting materials: CCS(=O)(=O)c1cc(=O)c2cc(C(=O)OC)cc(Br)c2o1, CC1CNCCO1, CCN(C(C)C)C(C)C, ClCCl, Cl, Cl, O. The product is COC(=O)c1cc(Br)c2oc(N3CCOC(C)C3)cc(=O)c2c1. RXN SMILES: [Br:10][c:11]1[cH:12][c:13]([C:27](=[O:28])[O:29][CH3:30])[cH:14][c:15]2[c:16](=[O:26])[cH:17][c:18]([S:21]([CH2:22][CH3:23])(=[O:24])=[O:25])[o:19][c:20]12.[CH3:32][CH:33]1[O:34][CH2:35][CH2:36][NH:37][CH2:38]1.[CH:1]([N:2]([CH2:3][CH3:4])[CH:5]([CH3:6])[CH3:7])([CH3:8])[CH3:9].[Cl:40][CH2:41][Cl:42].[ClH:31].[ClH:39].[OH2:43]>>[Br:10][c:11]1[cH:12][c:13]([C:27](=[O:28])[O:29][CH3:30])[cH:14][c:15]2[c:16](=[O:26])[cH:17][c:18]([N:37]3[CH2:36][CH2:35][O:34][CH:33]([CH3:32])[CH2:38]3)[o:19][c:20]12. RXN SMILES: [OH:1][C:2]1[CH:11]=[CH:10][C:5]([C:6]([O:8][CH3:9])=[O:7])=[CH:4][CH:3]=1.C(=O)([O-])[O-].[K+].[K+].CC(C)=O.[CH2:22](Br)[CH2:23][CH2:24][CH2:25][CH2:26][CH2:27][CH2:28][CH3:29]>C(OCC)(=O)C>[CH2:22]([O:1][C:2]1[CH:3]=[CH:4][C:5]([C:6]([O:8][CH3:9])=[O:7])=[CH:10][CH:11]=1)[CH2:23][CH2:24][CH2:25][CH2:26][CH2:27][CH2:28][CH3:29] |f:1.2.3|. The product is C(CCCCCCC)OC1=CC=C(C(=O)OC)C=C1 (methyl 4-octoxybenzoate). Procedure details: Into a flask were introduced methyl 4-hydroxybenzoate (251.0 g, 1.65 mol), potassium carbonate (276.37 g, 1.99 mol) and 1200 g of acetone. This was refluxed for 45 min followed by the drop-wise addition of 1-octylbromide (386.17 g, 1.99 mol) over a 1 hour period. The reaction mixture was refluxed for two days. Filtration of the cooled reaction mixture and evaporation of the filtrate gave an oil. This was taken up in ethyl acetate and extracted with 5% NaOH (2×100 ml) followed by water (2×100 ml)... The yield is 86.2%. Reactants: OC1=CC=C(C(=O)OC)C=C1 (methyl 4-hydroxybenzoate), C([O-])([O-])=O.[K+].[K+] (potassium carbonate), CC(=O)C (acetone), C(CCCCCCC)Br (1-octylbromide). Solvent: C(C)(=O)OCC (ethyl acetate). The reactants are resultant mixture, OCCCCCC(=O)[O-].[K+] (potassium 6-hydroxyhexanoate), [H-].[Na+] (sodium hydride), ClC1=NC2=CC=CC=C2C(=N1)C1=CC=CC=C1 (2-chloro-4-phenyl-quinazoline), O (water). Solvent: C(C)(=O)O (acetic acid), S1(=O)(=O)C(CCC1)C(=O)[O-] (sulfolaneat). The product is C1(=CC=CC=C1)C1=NC(=NC2=CC=CC=C12)OCCCCCC(=O)O (6-(4-phenyl-2-quinazolinyloxy)hexanoic acid). The yield is 11.6%. Reaction SMILES: [OH:1][CH2:2][CH2:3][CH2:4][CH2:5][CH2:6][C:7]([O-:9])=[O:8].[K+].[H-].[Na+].Cl[C:14]1[N:23]=[C:22]([C:24]2[CH:29]=[CH:28][CH:27]=[CH:26][CH:25]=2)[C:21]2[C:16](=[CH:17][CH:18]=[CH:19][CH:20]=2)[N:15]=1.O>S1(CCCC1C([O-])=O)(=O)=O.C(O)(=O)C>[C:24]1([C:22]2[C:21]3[C:16](=[CH:17][CH:18]=[CH:19][CH:20]=3)[N:15]=[C:14]([O:1][CH2:2][CH2:3][CH2:4][CH2:5][CH2:6][C:7]([OH:9])=[O:8])[N:23]=2)[CH:25]=[CH:26][CH:27]=[CH:28][CH:29]=1 |f:0.1,2.3|. Procedure details: To a suspension of 1.74 g of potassium 6-hydroxyhexanoate (prepared from e-caprolactone) in 35 cc of sulfolaneat 60° C. was added 0.64 g of sodium hydride (55% w/w dispersion in mineral oil). The mixture was stirred for 30 minutes to 140° C. until effervescence had stopped. 3 g of 2-chloro-4-phenyl-quinazoline were then added and the resultant mixture was heated for further 2 hours to 140° C. The mixture was poured into 500 cc of water, neutralized with acetic acid and extracted with dichloromet...